This data is from the Open Reaction Database (ORD), a public repository of structured organic reaction records. The task is: describe an organic reaction: reactants, conditions, products, and yield The reactants are C1CCOC1, ONc1ccc(Cl)cc1, O=C=Nc1nc(OCC(F)(F)F)cc(OCC(F)(F)F)n1. The product is O=C(Nc1nc(OCC(F)(F)F)cc(OCC(F)(F)F)n1)N(O)c1ccc(Cl)cc1. RXN SMILES: [CH2:31]1[O:32][CH2:33][CH2:34][CH2:35]1.[Cl:1][c:2]1[cH:3][cH:4][c:5]([NH:6][OH:7])[cH:8][cH:9]1.[N:10](=[C:11]=[O:12])[c:13]1[n:14][c:15]([O:25][CH2:26][C:27]([F:28])([F:29])[F:30])[cH:16][c:17]([O:19][CH2:20][C:21]([F:22])([F:23])[F:24])[n:18]1>>[Cl:1][c:2]1[cH:3][cH:4][c:5]([N:6]([OH:7])[C:11]([NH:10][c:13]2[n:14][c:15]([O:25][CH2:26][C:27]([F:28])([F:29])[F:30])[cH:16][c:17]([O:19][CH2:20][C:21]([F:22])([F:23])[F:24])[n:18]2)=[O:12])[cH:8][cH:9]1. The reactants are CCCC(=O)c1cnc2c(O)cccc2c1Nc1ccccc1C, CC(C)(C)[O-], CN(CCCCl)Cc1ccccc1, Cl, [K+], CN(C)C=O, O. The product is CCCC(=O)c1cnc2c(OCCCN(C)Cc3ccccc3)cccc2c1Nc1ccccc1C. Reaction SMILES: [C:1]([CH2:2][CH2:3][CH3:4])(=[O:5])[c:6]1[cH:7][n:8][c:9]2[c:10]([OH:24])[cH:11][cH:12][cH:13][c:14]2[c:15]1[NH:16][c:17]1[c:18]([CH3:23])[cH:19][cH:20][cH:21][cH:22]1.[CH3:25][C:26]([CH3:27])([O-:28])[CH3:29].[Cl:32][CH2:33][CH2:34][CH2:35][N:36]([CH3:37])[CH2:38][c:39]1[cH:40][cH:41][cH:42][cH:43][cH:44]1.[ClH:31].[K+:30].[O:46]=[CH:47][N:48]([CH3:49])[CH3:50].[OH2:45]>>[C:1]([CH2:2][CH2:3][CH3:4])(=[O:5])[c:6]1[cH:7][n:8][c:9]2[c:10]([O:24][CH2:33][CH2:34][CH2:35][N:36]([CH3:37])[CH2:38][c:39]3[cH:40][cH:41][cH:42][cH:43][cH:44]3)[cH:11][cH:12][cH:13][c:14]2[c:15]1[NH:16][c:17]1[c:18]([CH3:23])[cH:19][cH:20][cH:21][cH:22]1. Starting materials: C(C1=CC=CC=C1)OC1=NC=CC(=C1[N+](=O)[O-])Cl (2-Benzyloxy-4-chloro-3-nitro-pyridine), ClC1=C(C=C(C(=C1)OC)C)B(O)O (2-chloro-5-methyl-4-methoxyphenylboronic acid). The product is C(C1=CC=CC=C1)OC1=NC=CC(=C1[N+](=O)[O-])C1=C(C=C(C(=C1)C)OC)Cl (2-benzyloxy-4-(2-chloro-4-methoxy-5-methyl-phenyl)-3-nitro-pyridine). Isolated yield 39.0%. As a reaction SMILES: [CH2:1]([O:8][C:9]1[C:14]([N+:15]([O-:17])=[O:16])=[C:13](Cl)[CH:12]=[CH:11][N:10]=1)[C:2]1[CH:7]=[CH:6][CH:5]=[CH:4][CH:3]=1.[Cl:19][C:20]1[CH:25]=[C:24]([O:26][CH3:27])[C:23]([CH3:28])=[CH:22][C:21]=1B(O)O>>[CH2:1]([O:8][C:9]1[C:14]([N+:15]([O-:17])=[O:16])=[C:13]([C:21]2[CH:22]=[C:23]([CH3:28])[C:24]([O:26][CH3:27])=[CH:25][C:20]=2[Cl:19])[CH:12]=[CH:11][N:10]=1)[C:2]1[CH:7]=[CH:6][CH:5]=[CH:4][CH:3]=1. Reported procedure: 2-Benzyloxy-4-chloro-3-nitro-pyridine (Wilde, et. al. WO 99/01454) (924 mg, 3.49 mmol) and 2-chloro-5-methyl-4-methoxyphenylboronic acid (prepared substantially as described in Speicher, A.; Kolz, J.; Sambanje, R. P. Synthesis, 2002, 17, 2503) (770 mg, 3.84 mmol) were treated substantially as described in Part A of Example 19a to give 514 mg (39%) of 2-benzyloxy-4-(2-chloro-4-methoxy-5-methyl-phenyl)-3-nitro-pyridine: 1H NMR (400 MHz, CDCl3) δ ppm 8.27 (d, J=5.4 Hz, 1 H), 7.47–7.44 (m, 2H), 7.40... Conditions: time 20 minute. Reactants: COC(=O)N1CCC(CC1)CN1CCC(CC1)CNC(=O)OC(C)(C)C (4-[4-(tert-butoxycarbonylamino-methyl)piperidin-1-ylmethyl]-piperidine-1-carboxylic acid methyl ester), FC(C(=O)O)(F)F (trifluoroacetic acid). Solvent: ClCCl (dichloromethane). Reaction SMILES: [CH3:1][O:2][C:3]([N:5]1[CH2:10][CH2:9][CH:8]([CH2:11][N:12]2[CH2:17][CH2:16][CH:15]([CH2:18][NH:19]C(OC(C)(C)C)=O)[CH2:14][CH2:13]2)[CH2:7][CH2:6]1)=[O:4].FC(F)(F)C(O)=O>ClCCl>[CH3:1][O:2][C:3]([N:5]1[CH2:10][CH2:9][CH:8]([CH2:11][N:12]2[CH2:13][CH2:14][CH:15]([CH2:18][NH2:19])[CH2:16][CH2:17]2)[CH2:7][CH2:6]1)=[O:4]. The product is bis-trifluoroacetate, COC(=O)N1CCC(CC1)CN1CCC(CC1)CN (4-(4-aminomethylpiperidin-1-ylmethyl)-piperidine-1-carboxylic acid methyl ester). Procedure: To a solution of 4-[4-(tert-butoxycarbonylamino-methyl)piperidin-1-ylmethyl]-piperidine-1-carboxylic acid methyl ester (4.4 g, 10.8 mmol) in dichloromethane (20 mL) was added trifluoroacetic acid (20 mL). After stirring for 20 min at room temperature, the solution was evaporated in vacuo, yielding the bis-trifluoroacetate salt of the title compound as a pale yellow oil, which was used without further treatment. (m/z): [M+H]+ calcd for C14H27N3O2 270.22. found 270.5. 1H-NMR (CD3OD) δ (ppm) 4.0 (b... Reactants: [BH3-]C#N, CC(=O)O, CO, [Na+], Cc1cccc(C)c1C(C#N)=CO. Yields the product Cc1cccc(C)c1C(C#N)CO. Reaction SMILES: [C:14]([BH3-:15])#[N:16].[CH3:18][C:19](=[O:20])[OH:21].[CH3:22][OH:23].[Na+:17].[OH:1][CH:2]=[C:3]([C:4]#[N:5])[c:6]1[c:7]([CH3:13])[cH:8][cH:9][cH:10][c:11]1[CH3:12]>>[OH:1][CH2:2][CH:3]([C:4]#[N:5])[c:6]1[c:7]([CH3:13])[cH:8][cH:9][cH:10][c:11]1[CH3:12]. The reactants are CN1CCNCC1, COc1ccccc1, CC(C)O, [Cl-], [Cl-], [Cl-], [Cl-], CCOC(=O)c1cn(C)nc1Nc1ccc(C(F)(F)F)cc1N, N, [Ti+4]. The product is CN1CCN(C(=O)c2cn(C)nc2Nc2ccc(C(F)(F)F)cc2N)CC1. RXN SMILES: [CH3:29][N:30]1[CH2:31][CH2:32][NH:33][CH2:34][CH2:35]1.[CH3:36][O:37][c:38]1[cH:39][cH:40][cH:41][cH:42][cH:43]1.[CH:24]([OH:25])([CH3:26])[CH3:27].[Cl-:44].[Cl-:45].[Cl-:46].[Cl-:47].[NH2:1][c:2]1[c:3]([NH:4][c:5]2[n:6][n:7]([CH3:15])[cH:8][c:9]2[C:10](=[O:11])[O:12][CH2:13][CH3:14])[cH:16][cH:17][c:18]([C:20]([F:21])([F:22])[F:23])[cH:19]1.[NH3:28].[Ti+4:48]>>[NH2:1][c:2]1[c:3]([NH:4][c:5]2[n:6][n:7]([CH3:15])[cH:8][c:9]2[C:10](=[O:11])[N:33]2[CH2:32][CH2:31][N:30]([CH3:29])[CH2:35][CH2:34]2)[cH:16][cH:17][c:18]([C:20]([F:21])([F:22])[F:23])[cH:19]1. The reactants are BrC1=CC=C2C(=C1)NCC21CCOCC1 (6-bromo-2′,3′,5′,6′-tetrahydrospiro-[indoline-3,4′-pyran]), ClC1=C(C(=NC2=CC(=C(C=C12)Cl)OC)C)C (4,6-dichloro-7-methoxy-2,3-dimethylquinoline). Yields the product BrC1=CC=C2C(=C1)N(CC21CCOCC1)C1=C(C(=NC2=CC(=C(C=C12)Cl)OC)C)C (6-bromo-1-(6-chloro-7-methoxy-2,3-dimethyl-4-quinolinyl)-1,2,2′,3′,5′,6′-hexahydrospiro[indole-3,4′-pyran]). RXN SMILES: [Br:1][C:2]1[CH:7]=[C:6]2[NH:8][CH2:9][C:10]3([CH2:15][CH2:14][O:13][CH2:12][CH2:11]3)[C:5]2=[CH:4][CH:3]=1.Cl[C:17]1[C:26]2[C:21](=[CH:22][C:23]([O:28][CH3:29])=[C:24]([Cl:27])[CH:25]=2)[N:20]=[C:19]([CH3:30])[C:18]=1[CH3:31]>>[Br:1][C:2]1[CH:7]=[C:6]2[N:8]([C:17]3[C:26]4[C:21](=[CH:22][C:23]([O:28][CH3:29])=[C:24]([Cl:27])[CH:25]=4)[N:20]=[C:19]([CH3:30])[C:18]=3[CH3:31])[CH2:9][C:10]3([CH2:15][CH2:14][O:13][CH2:12][CH2:11]3)[C:5]2=[CH:4][CH:3]=1. Procedure details: Prepared according to procedure M using 6-bromo-2′,3′,5′,6′-tetrahydrospiro-[indoline-3,4′-pyran] (0.3 g, 1.12 mmol) and 4,6-dichloro-7-methoxy-2,3-dimethylquinoline (0.3152 g, 1.23 mmol) to give 6-bromo-1-(6-chloro-7-methoxy-2,3-dimethyl-4-quinolinyl)-1,2,2′,3′,5′,6′-hexahydrospiro[indole-3,4′-pyran] as a: 1H NMR (500 MHz, DMSO-d6) δ ppm 7.65 (1H, s), 7.58 (1H, s), 7.21 (1H, d, J=8.1 Hz), 6.82 (1H, dd, J=7.8, 1.7 Hz), 5.90 (1H, d, J=1.7 Hz), 3.96-4.05 (4H, m), 3.82-3.92 (3H, m), 3.41-3.53 (2H, ...